From a dataset of the Open Reaction Database (ORD), a public repository of structured organic reaction records. describe an organic reaction: reactants, conditions, products, and yield Starting materials: [O-]S(=O)(=S)[O-].[Na+].[Na+] (Na2S2O3), C1OC=2C=C(NC(C)=O)C=CC2O1 (3′,4′-methylenedioxyacetanilide), ICl (iodine monochloride). The solvent is C(Cl)Cl (DCM), CC(=O)O (AcOH), C(Cl)Cl (DCM). Reaction conditions: time 16 hour. Product: IC=1C(=CC2=C(OCO2)C1)NC(C)=O (N-(6-Iodo-1,3-benzodioxol-5-yl)acetamide). Isolated yield 63.4%. Reaction SMILES: [CH2:1]1[O:13][C:12]2[CH:11]=[CH:10][C:5]([NH:6][C:7](=[O:9])[CH3:8])=[CH:4][C:3]=2[O:2]1.[I:14]Cl.[O-]S([O-])(=S)=O.[Na+].[Na+]>C(Cl)Cl.CC(O)=O>[I:14][C:10]1[C:5]([NH:6][C:7](=[O:9])[CH3:8])=[CH:4][C:3]2[O:2][CH2:1][O:13][C:12]=2[CH:11]=1 |f:2.3.4|. Procedure: To a stirred solution of 3′,4′-methylenedioxyacetanilide (7.7 g, 43.0 mmol) in DCM (100 mL) and AcOH (6.5 mL) was added a solution of iodine monochloride (6.3 g, 38.8 mmol) in DCM (50 mL). The reaction mixture was stirred at r.t. for 16 h. Aqueous sat. Na2S2O3 (500 mL) was added. The organic fraction was separated, dried (Na2SO4), filtered and concentrated in vacuo. Purification by column chromatography (SiO2, 50% EtOAc/hexanes) gave the title compound (7.5 g, 57%) as a brown solid. LCMS (ES+) 3... The reactants are CCC(CC)(c1ccc(C#CC2(O)CCCCC2)c(C)c1)c1ccc(-c2cncc(CC(=O)OC)c2)c(C)c1, CO, [Cl-], [NH4+], [Na+], [OH-]. Product: CCC(CC)(c1ccc(C#CC2(O)CCCCC2)c(C)c1)c1ccc(-c2cncc(CC(=O)O)c2)c(C)c1. RXN SMILES: [CH3:3][O:4][C:5]([CH2:6][c:7]1[cH:8][n:9][cH:10][c:11](-[c:13]2[c:14]([CH3:40])[cH:15][c:16]([C:19]([CH2:20][CH3:21])([c:22]3[cH:23][c:24]([CH3:37])[c:25]([C:28]#[C:29][C:30]4([OH:36])[CH2:31][CH2:32][CH2:33][CH2:34][CH2:35]4)[cH:26][cH:27]3)[CH2:38][CH3:39])[cH:17][cH:18]2)[cH:12]1)=[O:41].[CH3:44][OH:45].[Cl-:42].[NH4+:43].[Na+:2].[OH-:1]>>[O:4]=[C:5]([CH2:6][c:7]1[cH:8][n:9][cH:10][c:11](-[c:13]2[c:14]([CH3:40])[cH:15][c:16]([C:19]([CH2:20][CH3:21])([c:22]3[cH:23][c:24]([CH3:37])[c:25]([C:28]#[C:29][C:30]4([OH:36])[CH2:31][CH2:32][CH2:33][CH2:34][CH2:35]4)[cH:26][cH:27]3)[CH2:38][CH3:39])[cH:17][cH:18]2)[cH:12]1)[OH:41]. Starting materials: Cc1ccccc1, CCOC(C)=O, O, OCCO, CC(=O)c1ccc(O)c([N+](=O)[O-])c1, Cc1ccc(S(=O)(=O)O)cc1. Yields the product CC1(c2ccc(O)c([N+](=O)[O-])c2)OCCO1. RXN SMILES: [CH3:30][c:31]1[cH:32][cH:33][cH:34][cH:35][cH:36]1.[CH3:37][CH2:38][O:39][C:40]([CH3:41])=[O:42].[OH2:18].[OH:14][CH2:15][CH2:16][OH:17].[OH:1][c:2]1[c:3]([N+:11](=[O:12])[O-:13])[cH:4][c:5]([C:8]([CH3:9])=[O:10])[cH:6][cH:7]1.[c:19]1([CH3:20])[cH:21][cH:22][c:23]([S:24]([OH:25])(=[O:26])=[O:27])[cH:28][cH:29]1>>[OH:1][c:2]1[c:3]([N+:11](=[O:12])[O-:13])[cH:4][c:5]([C:8]2([CH3:9])[O:10][CH2:16][CH2:15][O:14]2)[cH:6][cH:7]1. Starting materials: NCC1=NC(=NO1)CC (5-aminomethyl-3-ethyl-1,2,4-oxadiazole), COC(N(C)C)OC (dimethylformamide dimethylacetal). Product: C(C)C1=NOC(=N1)CN=CN(C)C (3-Ethyl-5-(N-dimethylaminomethyleneaminomethyl)-1,2,4-oxadiazole). RXN SMILES: [NH2:1][CH2:2][C:3]1[O:7][N:6]=[C:5]([CH2:8][CH3:9])[N:4]=1.CO[CH:12](OC)[N:13]([CH3:15])[CH3:14]>>[CH2:8]([C:5]1[N:4]=[C:3]([CH2:2][N:1]=[CH:12][N:13]([CH3:15])[CH3:14])[O:7][N:6]=1)[CH3:9]. Reported procedure: A mixture of 26 g of 5-aminomethyl-3-ethyl-1,2,4-oxadiazole and 30 ml of dimethylformamide dimethylacetal is heated for 61/2 hours to 80° C. (bath temperature). Then 16 ml of methanol is distilled off and the formed product is purified by bulb tube distillation. 27.9 g (74.8%) of oil with a boiling point of 130°-150° C. (0.05 torr); nD20 : 1.4924. Reactants: FC=1C=C(OC=2C(OC(C2C2=CC=C(C=C2)S(=O)(=O)C)(C)C)=O)C=CC1F (3-(3,4-Difluorophenoxy)-5,5-dimethyl-4-(4-(methylsulfonyl)phenyl)-5H-furan-2-one), N1=CC=CC=C1 (pyridine), C(C)(=O)OCC(=O)Cl (acetoxyacetyl chloride), C1CCC2=NCCCN2CC1 (DBU), C1CCC2=NCCCN2CC1 (DBU). Run in CCOC(=O)C (EtOAc), O (H2O), CC#N (CH3CN), C(Cl)Cl.C1(=CC=CC=C1)C (CH2Cl2 toluene), [Cl-].[Na+].O (brine). Conditions: time 1 hour. The product is CC1(C(=C(C(O1)=O)O)C1=CC=C(C=C1)S(=O)(=O)C)C (5,5-Dimethyl-3-hydroxy-4-(4-methylsulfonylphenyl)-5H-furan-2-one). Isolated yield 42.9%. RXN SMILES: FC1C=C(C=CC=1F)[O:5][C:6]1[C:7](=[O:23])[O:8][C:9]([CH3:22])([CH3:21])[C:10]=1[C:11]1[CH:16]=[CH:15][C:14]([S:17]([CH3:20])(=[O:19])=[O:18])=[CH:13][CH:12]=1.N1C=CC=CC=1.C(OCC(Cl)=O)(=O)C.C1CCN2C(=NCCC2)CC1>CC#N.CCOC(C)=O.O.[Cl-].[Na+].O.C(Cl)Cl.C1(C)C=CC=CC=1>[CH3:21][C:9]1([CH3:22])[O:8][C:7](=[O:23])[C:6]([OH:5])=[C:10]1[C:11]1[CH:12]=[CH:13][C:14]([S:17]([CH3:20])(=[O:19])=[O:18])=[CH:15][CH:16]=1 |f:7.8.9,10.11|. Procedure: To a 0° C. solution of the alcohol of Example 1, Step 3 (14.0 g, 57.8 mmol) in CH3CN (180 mL) were added pyridine (10.0 mL) and acetoxyacetyl chloride (12.7 g, 93.0 mmol) after a period of 7 h at r.t., DBU (15.0 mL) was added to the reaction mixture. After a period of 1 h at 80° C., a second portion of DBU (20.0 mL) was added. The reaction mixture was kept at 80° C. for 18 h. The reaction mixture allowed to cool to r.t. The mixture was diluted with EtOAc (500 mL) and H2O (500 mL) and acidified w...